Dataset: the Open Reaction Database (ORD), a public repository of structured organic reaction records. Task: describe an organic reaction: reactants, conditions, products, and yield Procedure: This compound was prepared as described in Intermediate 1 by the reaction of 2-(2,2-dimethylpropoxy)-3-methoxybenzaldehyde (1.328 g, 5.984 mmol) with 5-ethyloxycarbonylimidazo[2,1-b][1,3]thiazol-6-yl-methyl(triphenyl)phosphonium bromide (3.0 g, 5.440 mmol) in the presence of sodium hydride (0.23 g, 5.984 mmol) in anhydrous DMSO (25 mL) to give 1.650 g of the product as an off-white solid; 1H NMR (300 MHz, DMSO-d6) δ 1.05 (s, 9H), 1.39 (t, J=6.9 Hz, 3H), 3.57 (s, 2H), 3.80 (s, 3H), 4.39 (q, J=7.2... Run in CS(=O)C (DMSO). The product is CC(COC1=C(C=CC=C1OC)/C=C/C=1N=C2SC=CN2C1C(=O)OCC)(C)C (Ethyl 6-{(E)-2-[2-(2,2-dimethylpropoxy)-3-methoxyphenyl]vinyl}imidazo[2,1-b][1,3]thiazole-5-carboxylate). Reaction SMILES: C1(COC2C(OC)=CC=CC=2/C=C/C2N=C3N(C=2C(O)=O)C=CS3)CC1.[CH3:27][C:28]([CH3:42])([CH3:41])[CH2:29][O:30][C:31]1[C:38]([O:39][CH3:40])=[CH:37][CH:36]=[CH:35][C:32]=1[CH:33]=O.[Br-].[CH2:44]([O:46][C:47]([C:49]1[N:56]2[C:52]([S:53][CH:54]=[CH:55]2)=[N:51][C:50]=1[CH2:57][P+](C1C=CC=CC=1)(C1C=CC=CC=1)C1C=CC=CC=1)=[O:48])[CH3:45].[H-].[Na+]>CS(C)=O>[CH3:27][C:28]([CH3:42])([CH3:41])[CH2:29][O:30][C:31]1[C:38]([O:39][CH3:40])=[CH:37][CH:36]=[CH:35][C:32]=1/[CH:33]=[CH:57]/[C:50]1[N:51]=[C:52]2[N:56]([C:49]=1[C:47]([O:46][CH2:44][CH3:45])=[O:48])[CH:55]=[CH:54][S:53]2 |f:2.3,4.5|. Isolated yield 73.2%. Reactants: C1(CC1)COC1=C(C=CC=C1OC)/C=C/C=1N=C2SC=CN2C1C(=O)O (6-{(E)-2-[2-(Cyclopropylmethoxy)-3-methoxyphenyl]vinyl}imidazo[2,1-b][1,3]thiazole-5-carboxylic acid), CC(COC1=C(C=O)C=CC=C1OC)(C)C (2-(2,2-dimethylpropoxy)-3-methoxybenzaldehyde), [Br-].C(C)OC(=O)C1=C(N=C2SC=CN21)C[P+](C2=CC=CC=C2)(C2=CC=CC=C2)C2=CC=CC=C2 (5-ethyloxycarbonylimidazo[2,1-b][1,3]thiazol-6-yl-methyl(triphenyl)phosphonium bromide), [H-].[Na+] (sodium hydride). Starting materials: IC=1C=C(C=CC1)NN ((3-iodophenyl)hydrazine), FC(C(CC(=O)C=1OC=CC1)=O)(F)F (4,4,4-trifluoro-1-(2-furyl)-1,3-butanedione). Solvent: C(C)(=O)O (acetic acid). Run at temperature 120 celsius, time 8 hour. Yields the product O1C(=CC=C1)C1=CC(=NN1C1=CC(=CC=C1)I)C(F)(F)F (5-(furan-2-yl)-1-(3-iodophenyl)-3-(trifluoromethyl)-1H-pyrazole). Isolated yield 86.6%. Reaction SMILES: [I:1][C:2]1[CH:3]=[C:4]([NH:8][NH2:9])[CH:5]=[CH:6][CH:7]=1.[F:10][C:11]([F:23])([F:22])[C:12](=O)[CH2:13][C:14]([C:16]1[O:17][CH:18]=[CH:19][CH:20]=1)=O>C(O)(=O)C>[O:17]1[CH:18]=[CH:19][CH:20]=[C:16]1[C:14]1[N:8]([C:4]2[CH:5]=[CH:6][CH:7]=[C:2]([I:1])[CH:3]=2)[N:9]=[C:12]([C:11]([F:10])([F:22])[F:23])[CH:13]=1. Reported procedure: To a stirred suspension of 61 (3.63 g, 8.57 mmol) in acetic acid (34 mL) was added 4,4,4-trifluoro-1-(2-furyl)-1,3-butanedione (1.3 mL, 8.57 mmol). The resulting suspension was allowed to stir at 120° C. overnight turning clear upon heating. The mixture was then evaporated to dryness. The crude product was added to a silica gel column and eluted with 5% to 10% EtOAc/hexanes. The title product 62 (3.00 g, 87% yield) was isolated as a colorless oil that solidified upon standings. LRMS (ESI): calc.... Starting materials: COc1ccc(N)cc1, CCOC(=O)C(=O)c1cccn1C, Cc1ccccc1, O, Cc1ccc(S(=O)(=O)O)cc1. The product is CCOC(=O)C(=Nc1ccc(OC)cc1)c1cccn1C. RXN SMILES: [CH3:14][O:15][c:16]1[cH:17][cH:18][c:19]([NH2:22])[cH:20][cH:21]1.[CH3:1][n:2]1[c:3]([C:7]([C:8](=[O:9])[O:10][CH2:11][CH3:12])=[O:13])[cH:4][cH:5][cH:6]1.[CH3:35][c:36]1[cH:37][cH:38][cH:39][cH:40][cH:41]1.[OH2:34].[c:23]1([CH3:24])[cH:25][cH:26][c:27]([S:28]([OH:29])(=[O:30])=[O:31])[cH:32][cH:33]1>>[CH3:1][n:2]1[c:3]([C:7]([C:8](=[O:9])[O:10][CH2:11][CH3:12])=[N:22][c:19]2[cH:18][cH:17][c:16]([O:15][CH3:14])[cH:21][cH:20]2)[cH:4][cH:5][cH:6]1. Starting materials: O=C1C2=C(COC3=C1C=C(C=C3)CC(=O)O)C=CS2 (4,10-Dihydro-10-oxothieno[3,2-c][1]benzoxepin-8-acetic acid), O.C1(=CC=C(C=C1)S(=O)(=O)O)C (p-toluenesulfonic acid monohydrate). The solvent is CO (methanol). Product: O=C1C2=C(COC3=C1C=C(C=C3)CC(=O)OC)C=CS2 (methyl 4,10-dihydro-10-oxothieno[3,2-c][1]benzoxepin-8-acetate). Reaction SMILES: [O:1]=[C:2]1[C:8]2[CH:9]=[C:10]([CH2:13][C:14]([OH:16])=[O:15])[CH:11]=[CH:12][C:7]=2[O:6][CH2:5][C:4]2[CH:17]=[CH:18][S:19][C:3]1=2.O.[C:21]1(C)C=CC(S(O)(=O)=O)=CC=1>CO>[O:1]=[C:2]1[C:8]2[CH:9]=[C:10]([CH2:13][C:14]([O:16][CH3:21])=[O:15])[CH:11]=[CH:12][C:7]=2[O:6][CH2:5][C:4]2[CH:17]=[CH:18][S:19][C:3]1=2 |f:1.2|. Reported procedure: 4,10-Dihydro-10-oxothieno[3,2-c][1]benzoxepin-8-acetic acid, 25.5 g, synthesized according to the method of D.E. Aultz, et al. [J. Med. Chem., 20, 456 (1977)] and 0.9 g of p-toluenesulfonic acid monohydrate were heated under reflux for 3 hours in 600 ml of methanol. The solvent was distilled off under reduced pressure and the resulting residue was extracted with 500 ml of ethyl acetate. After washing in sequence with saturated sodium bicarbonate aqueous solution and then with saturated sodium ch... The reactants are C(C)(=O)OCC (ethyl acetate), COC([C@H](CC=C)NC(C1=C(C=CC=C1Cl)Cl)=O)=O ((S)-2-(2,6-dichlorobenzamido)pent-4-enoic acid methyl ester), IC1=CC=C(C=C1)C1(CCOCC1)OC (tetrahydro-4-(4-iodophenyl)-4-methoxy-2H-pyran), C([O-])([O-])=O.[K+].[K+] (potassium carbonate). The reagents and catalysts are C(C)(=O)[O-].[Pd+2].C(C)(=O)[O-] (palladium acetate), CC1=C(C=CC=C1)P(C1=C(C=CC=C1)C)C1=C(C=CC=C1)C (tris(2-methylphenyl)phosphine). Solvent: CN(C)C=O (DMF). Run at temperature 80 celsius, time 2 hour. Product: COC([C@H](C\C=C\C1=CC=C(C=C1)C1(CCOCC1)OC)NC(C1=C(C=CC=C1Cl)Cl)=O)=O ((S,E)-2-(2,6-dichlorobenzamido)-5-[4-(4-methoxytetrahydropyran-4-yl)-phenyl]pent-4-enoic acid methyl ester). Isolated yield 79.2%. RXN SMILES: [CH3:1][O:2][C:3](=[O:19])[C@@H:4]([NH:8][C:9](=[O:18])[C:10]1[C:15]([Cl:16])=[CH:14][CH:13]=[CH:12][C:11]=1[Cl:17])[CH2:5][CH:6]=[CH2:7].I[C:21]1[CH:26]=[CH:25][C:24]([C:27]2([O:33][CH3:34])[CH2:32][CH2:31][O:30][CH2:29][CH2:28]2)=[CH:23][CH:22]=1.C(=O)([O-])[O-].[K+].[K+].C(OCC)(=O)C>CN(C=O)C.C([O-])(=O)C.[Pd+2].C([O-])(=O)C.CC1C=CC=CC=1P(C1C=CC=CC=1C)C1C=CC=CC=1C>[CH3:1][O:2][C:3](=[O:19])[C@@H:4]([NH:8][C:9](=[O:18])[C:10]1[C:11]([Cl:17])=[CH:12][CH:13]=[CH:14][C:15]=1[Cl:16])[CH2:5]/[CH:6]=[CH:7]/[C:21]1[CH:22]=[CH:23][C:24]([C:27]2([O:33][CH3:34])[CH2:32][CH2:31][O:30][CH2:29][CH2:28]2)=[CH:25][CH:26]=1 |f:2.3.4,7.8.9|. Procedure: Under an argon atmosphere, palladium acetate (295 mg) and tris(2-methylphenyl)phosphine (384 mg) were added to a suspension of (S)-2-(2,6-dichlorobenzamido)pent-4-enoic acid methyl ester (7.60 g), tetrahydro-4-(4-iodophenyl)-4-methoxy-2H-pyran (8.00 g) and potassium carbonate (5.21 g) in DMF (90 ml), and the resulting mixture was stirred at 80° C. for 2 hours. After cooling the reaction solution to room temperature, ethyl acetate was added thereto, and the resulting mixture was washed 3 times wi... Starting materials: ice water, COC1=C2C(C(=COC2=CC(=C1)OC)I)=O (5,7-dimethoxy-3-iodochromone), N1N=CC2=CC=CC=C12 (indazole), C([O-])([O-])=O.[K+].[K+] (potassium carbonate). The solvent is CN(C=O)C (dimethylformamide). Yields the product N1N=C(C2=CC=CC=C12)C=1OC2=CC(=CC(=C2C(C1)=O)OC)OC (2-indazolyl-5,7-dimethoxychromone). The yield is 72.6%. As a reaction SMILES: [CH3:1][O:2][C:3]1[CH:12]=[C:11]([O:13][CH3:14])[CH:10]=[C:9]2[C:4]=1[C:5](=[O:16])[C:6](I)=[CH:7][O:8]2.[NH:17]1[C:25]2[C:20](=[CH:21][CH:22]=[CH:23][CH:24]=2)[CH:19]=[N:18]1.C(=O)([O-])[O-].[K+].[K+]>CN(C)C=O>[NH:17]1[C:25]2[C:20](=[CH:21][CH:22]=[CH:23][CH:24]=2)[C:19]([C:7]2[O:8][C:9]3[C:4]([C:5](=[O:16])[CH:6]=2)=[C:3]([O:2][CH3:1])[CH:12]=[C:11]([O:13][CH3:14])[CH:10]=3)=[N:18]1 |f:2.3.4|. Procedure: A mixture of 5,7-dimethoxy-3-iodochromone (166 mg) prepared in Example 16, indazole (236 mg), potassium carbonate (1382 mg), and dimethylformamide (15 ml) was reacted at 80° C. for 2 hours with stirring. The reaction mixture was added to ice water and extracted from chloroform. The organic layer was dried over anhydrous sodium sulfate, and concentrated under reduced pressure. The residue was purifiedby the silica gel column chromatography, and recrystallized from benzene/hexane to give the title... Reactants: O=C([O-])[O-], COC(=O)c1ccc(Br)cn1, CCOC(C)=O, O=C1NCCc2cc(-c3ccc(Cl)cc3)sc21, [Cs+], [Cs+], C1COCCO1, O=C(C=Cc1ccccc1)C=Cc1ccccc1, O=C(C=Cc1ccccc1)C=Cc1ccccc1, O=C(C=Cc1ccccc1)C=Cc1ccccc1, O, [Pd], [Pd]. Product: COC(=O)c1ccc(N2CCc3cc(-c4ccc(Cl)cc4)sc3C2=O)cn1. RXN SMILES: [C:29](=[O:30])([O-:31])[O-:32].[CH3:18][O:19][C:20](=[O:21])[c:22]1[n:23][cH:24][c:25]([Br:28])[cH:26][cH:27]1.[CH3:41][CH2:42][O:43][C:44]([CH3:45])=[O:46].[Cl:1][c:2]1[cH:3][cH:4][c:5](-[c:8]2[cH:9][c:10]3[c:11]([s:17]2)[C:12](=[O:16])[NH:13][CH2:14][CH2:15]3)[cH:6][cH:7]1.[Cs+:33].[Cs+:34].[O:35]1[CH2:36][CH2:37][O:38][CH2:39][CH2:40]1.[O:50]=[C:51]([CH:52]=[CH:53][c:54]1[cH:55][cH:56][cH:57][cH:58][cH:59]1)[CH:60]=[CH:61][c:62]1[cH:63][cH:64][cH:65][cH:66][cH:67]1.[O:68]=[C:69]([CH:70]=[CH:71][c:72]1[cH:73][cH:74][cH:75][cH:76][cH:77]1)[CH:78]=[CH:79][c:80]1[cH:81][cH:82][cH:83][cH:84][cH:85]1.[O:86]=[C:87]([CH:88]=[CH:89][c:90]1[cH:91][cH:92][cH:93][cH:94][cH:95]1)[CH:96]=[CH:97][c:98]1[cH:99][cH:100][cH:101][cH:102][cH:103]1.[OH2:47].[Pd:48].[Pd:49]>>[Cl:1][c:2]1[cH:3][cH:4][c:5](-[c:8]2[cH:9][c:10]3[c:11]([s:17]2)[C:12](=[O:16])[N:13]([c:25]2[cH:24][n:23][c:22]([C:20]([O:19][CH3:18])=[O:21])[cH:27][cH:26]2)[CH2:14][CH2:15]3)[cH:6][cH:7]1.